The task is: describe an organic reaction: reactants, conditions, products, and yield. This data is from the Open Reaction Database (ORD), a public repository of structured organic reaction records. Starting materials: [OH-].[Na+] (sodium hydroxide), COC(C(C1=CC=C(C=C1)C(CCCN1CCC(CC1)C(C1=CC=CC=C1)(C1=CC=CC=C1)O)=O)(C)C)=O (4-[4-[4-(hydroxydiphenylmethyl)-1-piperidinyl]-1-oxobutyl]-α,α-dimethylbenzeneacetic acid methyl ester), Cl (HCl). The solvent is CO (methanol). Conditions: temperature 68 celsius. Product: Cl.OC(C1CCN(CC1)CCCC(=O)C1=CC=C(C=C1)C(C(=O)O)(C)C)(C1=CC=CC=C1)C1=CC=CC=C1 (4-[4-[4-(Hydroxydiphenylmethyl)-1-piperidinyl]-1-oxobutyl]-α,α-dimethylbenzeneacetic acid hydrochloride). Reaction SMILES: C[O:2][C:3](=[O:38])[C:4]([CH3:37])([CH3:36])[C:5]1[CH:10]=[CH:9][C:8]([C:11](=[O:35])[CH2:12][CH2:13][CH2:14][N:15]2[CH2:20][CH2:19][CH:18]([C:21]([OH:34])([C:28]3[CH:33]=[CH:32][CH:31]=[CH:30][CH:29]=3)[C:22]3[CH:27]=[CH:26][CH:25]=[CH:24][CH:23]=3)[CH2:17][CH2:16]2)=[CH:7][CH:6]=1.[OH-].[Na+].[ClH:41]>CO>[ClH:41].[OH:34][C:21]([C:28]1[CH:33]=[CH:32][CH:31]=[CH:30][CH:29]=1)([C:22]1[CH:23]=[CH:24][CH:25]=[CH:26][CH:27]=1)[CH:18]1[CH2:19][CH2:20][N:15]([CH2:14][CH2:13][CH2:12][C:11]([C:8]2[CH:9]=[CH:10][C:5]([C:4]([CH3:37])([CH3:36])[C:3]([OH:38])=[O:2])=[CH:6][CH:7]=2)=[O:35])[CH2:16][CH2:17]1 |f:1.2,5.6|. Reported procedure: Dissolve 4-[4-[4-(hydroxydiphenylmethyl)-1-piperidinyl]-1-oxobutyl]-α,α-dimethylbenzeneacetic acid methyl ester (0.131 mol) in methanol (2.5 L) and add 10% sodium hydroxide (769 mL, 1.92 mol). Stir at reflux for 1.5 hours, cool to 68° C. and evaporate the solvent in vacuo to a residue. Add chloroform (1 L) and stir until the solids are dissolved. Separate the organic phase and extract the aqueous phase with chloroform (3×300 mL). Combine the organic phases, dry (MgSO4) and evaporate the solvent ... Reactants: CS(C)=O, COc1cc(C=O)cc(-c2cc3c(cc2F)c(=O)c(C(=O)O)cn3C2CC2)c1OC, Cl, N#CCCNc1ccccc1, O. Yields the product COc1cc(CC(C#N)=CNc2ccccc2)cc(-c2cc3c(cc2F)c(=O)c(C(=O)O)cn3C2CC2)c1OC. Reaction SMILES: [CH3:44][S:45](=[O:46])[CH3:47].[CH:1]1([n:4]2[cH:5][c:6]([C:28](=[O:29])[OH:30])[c:7](=[O:27])[c:8]3[cH:9][c:10]([F:26])[c:11](-[c:14]4[c:15]([O:24][CH3:25])[c:16]([O:22][CH3:23])[cH:17][c:18]([CH:20]=[O:21])[cH:19]4)[cH:12][c:13]23)[CH2:2][CH2:3]1.[ClH:43].[NH:31]([c:32]1[cH:33][cH:34][cH:35][cH:36][cH:37]1)[CH2:38][CH2:39][C:40]#[N:41].[OH2:42]>>[CH:1]1([n:4]2[cH:5][c:6]([C:28](=[O:29])[OH:30])[c:7](=[O:27])[c:8]3[cH:9][c:10]([F:26])[c:11](-[c:14]4[c:15]([O:24][CH3:25])[c:16]([O:22][CH3:23])[cH:17][c:18]([CH2:20][C:39](=[CH:38][NH:31][c:32]5[cH:33][cH:34][cH:35][cH:36][cH:37]5)[C:40]#[N:41])[cH:19]4)[cH:12][c:13]23)[CH2:2][CH2:3]1. Starting materials: C=O (paraformaldehyde), C(C)(C)NC(C)C.[Li] (lithium diisopropylamine), BrC=1C(=CC(=NC1)NC(C(C)(C)C)=O)C (N-(5-bromo-4-methylpyridin-2-yl)-2,2-dimethylpropanamide). Run in CCCCCCC.O1CCCC1.C(C)C1=CC=CC=C1 (heptane tetrahydrofuran ethylbenzene), C1CCOC1 (THF), C([O-])(O)=O.[Na+] (sodium bicarbonate). Reaction conditions: time 1 hour. Product: BrC=1C(=CC(=NC1)NC(C(C)(C)C)=O)CCO (N-[5-bromo-4-(2-hydroxyethyl)pyridin-2-yl]-2,2-dimethylpropanamide). Reaction SMILES: [Br:1][C:2]1[C:3]([CH3:15])=[CH:4][C:5]([NH:8][C:9](=[O:14])[C:10]([CH3:13])([CH3:12])[CH3:11])=[N:6][CH:7]=1.C(NC(C)C)(C)C.[Li].[CH2:24]=[O:25]>C1COCC1.CCCCCCC.O1CCCC1.C(C1C=CC=CC=1)C.C(=O)(O)[O-].[Na+]>[Br:1][C:2]1[C:3]([CH2:15][CH2:24][OH:25])=[CH:4][C:5]([NH:8][C:9](=[O:14])[C:10]([CH3:11])([CH3:12])[CH3:13])=[N:6][CH:7]=1 |f:1.2,5.6.7,8.9,^1:22|. Reported procedure: A solution of N-(5-bromo-4-methylpyridin-2-yl)-2,2-dimethylpropanamide (30.0 g, 111 mmol) in THF (80 mL) was cooled in an ice bath and treated dropwise with a solution of lithium diisopropylamine in heptane/tetrahydrofuran/ethylbenzene (2.0 M, 138 mL) After stirring 1 h, the solution was treated with paraformaldehyde (24.9 g, 277 mmol) and allowed to warm gradually to room temperature while stirring 12 h. The mixture was diluted with saturated sodium bicarbonate solution and extracted with ethyl... Reactants: C(C)C1=C(C(=CC(=C1)C1=NOC(=N1)C1=NC(=CC(=C1)CC(C)C)C)C)O (2-ethyl-4-[5-(4-isobutyl-6-methyl-pyridin-2-yl)-[1,2,4]oxadiazol-3-yl]-6-methyl-phenol), C1[C@H](O1)CO ((R)-(+)-glycidol), C1(=CC=CC=C1)P(C1=CC=CC=C1)C1=CC=CC=C1 (triphenyl phosphine), CCOC(=O)/N=N/C(=O)OCC (DEAD), C1[C@H](O1)CO ((R)-(+)-glycidol), C1(=CC=CC=C1)P(C1=CC=CC=C1)C1=CC=CC=C1 (triphenyl phosphine), CCOC(=O)/N=N/C(=O)OCC (DEAD), solution. Run in C1CCOC1 (THF), C1(=CC=CC=C1)C (toluene). Run at time 4 hour. Product: C(C)C=1C=C(C=C(C1OC[C@H]1OC1)C)C1=NOC(=N1)C1=NC(=CC(=C1)CC(C)C)C (2-[3-((S)-3-ethyl-5-methyl-4-oxiranylmethoxy-phenyl)-[1,2,4]oxadiazol-5-yl]-4-isobutyl-6-methyl-pyridine). The yield is 50.4%. As a reaction SMILES: [CH2:1]([C:3]1[CH:8]=[C:7]([C:9]2[N:13]=[C:12]([C:14]3[CH:19]=[C:18]([CH2:20][CH:21]([CH3:23])[CH3:22])[CH:17]=[C:16]([CH3:24])[N:15]=3)[O:11][N:10]=2)[CH:6]=[C:5]([CH3:25])[C:4]=1[OH:26])[CH3:2].[CH2:27]1[O:29][C@@H:28]1[CH2:30]O.C1(P(C2C=CC=CC=2)C2C=CC=CC=2)C=CC=CC=1.CCOC(/N=N/C(OCC)=O)=O>C1COCC1.C1(C)C=CC=CC=1>[CH2:1]([C:3]1[CH:8]=[C:7]([C:9]2[N:13]=[C:12]([C:14]3[CH:19]=[C:18]([CH2:20][CH:21]([CH3:23])[CH3:22])[CH:17]=[C:16]([CH3:24])[N:15]=3)[O:11][N:10]=2)[CH:6]=[C:5]([CH3:25])[C:4]=1[O:26][CH2:30][C@@H:28]1[CH2:27][O:29]1)[CH3:2]. Procedure: To a solution of 2-ethyl-4-[5-(4-isobutyl-6-methyl-pyridin-2-yl)-[1,2,4]oxadiazol-3-yl]-6-methyl-phenol (79 mg, 0.224 mmol) in THF (6 mL), (R)-(+)-glycidol (25 mg, 0.335 mmol) and triphenyl phosphine (88 mg, 0.335 mmol) are added. The mixture is stirred and cooled to 0° C. before DEAD (58 mg, 0.335 mmol, as a 40% solution in toluene) is added. The mixture is warmed to rt and stirring is continued for 4 h. Another portion of (R)-(+)-glycidol (8 mg, 0.112 mmol), triphenyl phosphine (30 mg, 0.112 m... Starting materials: C(#N)C(C(=O)OCC)(CCCC)C1=C(C(=CC=C1)OC1=C(C=CC=C1)C)OC (ethyl 2-cyano-2-[2-methoxy-3-(o-tolyloxy)phenyl]-n-hexanoate), I (hydriodic acid), S(=O)(O)[O-].[Na+] (sodium hydrogen sulfite). The solvent is C(C)(=O)O (acetic acid). Yields the product C(CCC)C1C(OC2=C1C=CC=C2OC2=C(C=CC=C2)C)=O (3-(n-butyl) 7-(o-tolyloxy)-2,3-dihydrobenzofuran-2-one). The yield is 55.4%. As a reaction SMILES: C([C:3]([C:13]1[CH:18]=[CH:17][CH:16]=[C:15]([O:19][C:20]2[CH:25]=[CH:24][CH:23]=[CH:22][C:21]=2[CH3:26])[C:14]=1OC)([CH2:9][CH2:10][CH2:11][CH3:12])[C:4]([O:6]CC)=[O:5])#N.I.S([O-])(O)=O.[Na+]>C(O)(=O)C>[CH2:9]([CH:3]1[C:13]2[CH:18]=[CH:17][CH:16]=[C:15]([O:19][C:20]3[CH:25]=[CH:24][CH:23]=[CH:22][C:21]=3[CH3:26])[C:14]=2[O:5][C:4]1=[O:6])[CH2:10][CH2:11][CH3:12] |f:2.3|. Procedure details: A mixture of ethyl 2-cyano-2-[2-methoxy-3-(o-tolyloxy)phenyl]-n-hexanoate (6.5 g), hydriodic acid (58%, 10 ml) and glacial acetic acid (20 ml) was refluxed under heating for 47 hours. After cooling, the reaction mixture was poured into dil. aqueous sodium hydrogen sulfite and extracted with diethyl ether. The extract was washed with water, dil. aqueous sodium hydrogen sulfite and water in turn, dried and evaporated under reduced pressure. To the oily residue was added acetic anhydride (10 ml), a... The reactants are FC1=C(C=CC(=C1)C(F)(F)F)C1C(=C(NC(C1)=O)C)C(=O)OC (Methyl 4-[2-fluoro-4-(trifluoromethyl)phenyl]-2-methyl-6-oxo-1,4,5,6-tetrahydro-3-pyridinecarboxylate). Solvent: C1CCOC1 (THF). Yields the product FC1=C(C=CC(=C1)C(F)(F)F)C1C(=C(NC(C1)=O)C)C(=O)O (4-[2-Fluoro-4-(trifluoromethyl)phenyl]-2-methyl-6-oxo-1,4,5,6-tetrahydro-3-pyridinecarboxylic acid). Reaction SMILES: [F:1][C:2]1[CH:7]=[C:6]([C:8]([F:11])([F:10])[F:9])[CH:5]=[CH:4][C:3]=1[CH:12]1[CH2:17][C:16](=[O:18])[NH:15][C:14]([CH3:19])=[C:13]1[C:20]([O:22]C)=[O:21]>C1COCC1>[F:1][C:2]1[CH:7]=[C:6]([C:8]([F:9])([F:11])[F:10])[CH:5]=[CH:4][C:3]=1[CH:12]1[CH2:17][C:16](=[O:18])[NH:15][C:14]([CH3:19])=[C:13]1[C:20]([OH:22])=[O:21]. Procedure details: The title compound was synthesized using the procedure stated in Example 1, Step 2 except that the product from Step 1 was used and THF was not used to yield product as an off white solid. MS (ES+) m/e 318 [M+H]+ Product: COC1=CC=C(C=C1)N1C=NC2=C(C1=O)SC=C2C2=CC=C(C=C2)OC (3,7-Bis(4-methoxyphenyl)thieno[3,2-d]pyrimidin-4(3H)-one). As a reaction SMILES: [C:1]1([N:7]2[C:12](=[O:13])[C:11]3[S:14][CH:15]=[C:16]([C:17]4[CH:22]=[CH:21][CH:20]=[CH:19][CH:18]=4)[C:10]=3[N:9]=[CH:8]2)[CH:6]=[CH:5][CH:4]=[CH:3][CH:2]=1.NC1C(C2C=C[C:32]([O:35]C)=CC=2)=CSC=1C(OC)=O.[CH:41](OCC)(OCC)[O:42]CC.COC1C=CC(N)=CC=1>C(O)(=O)C>[CH3:32][O:35][C:4]1[CH:5]=[CH:6][C:1]([N:7]2[C:12](=[O:13])[C:11]3[S:14][CH:15]=[C:16]([C:17]4[CH:18]=[CH:19][C:20]([O:42][CH3:41])=[CH:21][CH:22]=4)[C:10]=3[N:9]=[CH:8]2)=[CH:2][CH:3]=1. Procedure: In the same manner as the synthesis of Compound 1, methyl 3-amino-4-(4-methoxyphenyl)thiophene-2-carboxylate (80 mg, 0.3 mmol), triethyl orthoformate (0.66 ml), p-anisidine (70.2 mg, 0.57 mmol), and acetic acid (0.08 ml) were used to give 95.7 mg (0.26 mmol, 87.5% yield) of the title compound. Run in C(C)(=O)O (acetic acid). The yield is 87.5%. Starting materials: C1(=CC=CC=C1)N1C=NC2=C(C1=O)SC=C2C2=CC=CC=C2 (3,7-Diphenylthieno[3,2-d]pyrimidin-4(3H)-one), NC1=C(SC=C1C1=CC=C(C=C1)OC)C(=O)OC (methyl 3-amino-4-(4-methoxyphenyl)thiophene-2-carboxylate), C(OCC)(OCC)OCC (triethyl orthoformate), COC1=CC=C(C=C1)N (p-anisidine).